This data is from the Open Reaction Database (ORD), a public repository of structured organic reaction records. The task is: describe an organic reaction: reactants, conditions, products, and yield Starting materials: C(C1=CC=CC=C1)OC1=C(C=C(C=C1)Br)[N+](=O)[O-] (1-(benzyloxy)-4-bromo-2-nitrobenzene), C(CCC)[Sn](C=C)(CCCC)CCCC (tributyl-vinyl-stannane). The reagents and catalysts are C=1C=CC(=CC1)[P](C=2C=CC=CC2)(C=3C=CC=CC3)[Pd]([P](C=4C=CC=CC4)(C=5C=CC=CC5)C=6C=CC=CC6)([P](C=7C=CC=CC7)(C=8C=CC=CC8)C=9C=CC=CC9)[P](C=1C=CC=CC1)(C=1C=CC=CC1)C=1C=CC=CC1 (Pd(PPh3)4). Solvent: CN(C)C=O (DMF). The product is [N+](=O)([O-])C1=C(C=CC(=C1)C=C)OCC1=CC=CC=C1 (benzyl 2-nitro-4-vinylphenyl ether). Yield: 93.5%. RXN SMILES: [CH2:1]([O:8][C:9]1[CH:14]=[CH:13][C:12](Br)=[CH:11][C:10]=1[N+:16]([O-:18])=[O:17])[C:2]1[CH:7]=[CH:6][CH:5]=[CH:4][CH:3]=1.[CH2:19]([Sn](CCCC)(CCCC)C=C)[CH2:20]CC>CN(C=O)C.C1C=CC([P]([Pd]([P](C2C=CC=CC=2)(C2C=CC=CC=2)C2C=CC=CC=2)([P](C2C=CC=CC=2)(C2C=CC=CC=2)C2C=CC=CC=2)[P](C2C=CC=CC=2)(C2C=CC=CC=2)C2C=CC=CC=2)(C2C=CC=CC=2)C2C=CC=CC=2)=CC=1>[N+:16]([C:10]1[CH:11]=[C:12]([CH:19]=[CH2:20])[CH:13]=[CH:14][C:9]=1[O:8][CH2:1][C:2]1[CH:7]=[CH:6][CH:5]=[CH:4][CH:3]=1)([O-:18])=[O:17] |^1:42,44,63,82|. Procedure details: A mixture of Example 68A (2.18 g, 7.08 mmol), Pd(PPh3)4 (1.23 g, 1.06 mmol) and tributyl-vinyl-stannane (2.48 mL, 8.49 mmol) in DMF (200 mL) was heated at 80° C. overnight. The solvent was removed by vacuum pump. The residue was dissolved in acetone (50 mL), and dried with silica gel powder (20 g). 10% ethyl acetate in hexanes (2 L) was used to run flash chromatography to give the title compound (1.69 g, 94%). MS (DCI) m/z 273.03 (M+NH4)+; 1H NMR (500 MHz, CD2Cl2) δ ppm 5.23 (s, 2 H) 5.72 (d, J=... Reactants: Cl (hydrochloric acid), C(#N)CC(=O)OCC (ethyl cyanoacetate), ClC(=CC=C(C)C)Cl (1,1-dichloro-4-methylpenta-1,3-diene), cupric chloride, C([O-])([O-])=O.[Ca+2] (calcium carbonate), [Cl-].[Ca+2].[Cl-] (calcium chloride), [Br-].[K+] (potassium bromide), Cl[O-].[Na+] (Sodium hypochlorite), BrBr (bromine), ClCl (chlorine). The reagents and catalysts are [Br-].C(CCCCCCCCCCCCCCC)[N+](C)(C)C (cetyl trimethyl ammonium bromide), [Cl-].C[N+](CC)(CC)CC (methyl triethyl ammonium chloride). The solvent is C(C)(=O)OCCCC (butyl acetate), O (water), O (water). Reaction conditions: time 30 minute. The product is C(#N)C1(C(C1C=C(Cl)Cl)(C)C)C(=O)OCC (ethyl 1-cyano-3-(2',2'-dichlorovinyl)-2,2-dimethylcyclopropane -1-carboxylate). As a reaction SMILES: [C:1]([CH2:3][C:4]([O:6][CH2:7][CH3:8])=[O:5])#[N:2].[Cl:9][C:10]([Cl:16])=[CH:11][CH:12]=[C:13]([CH3:15])[CH3:14].C(=O)([O-])[O-].[Ca+2].[Cl-].[Ca+2].[Cl-].[Br-].[K+].Cl[O-].[Na+].BrBr.ClCl.Cl>O.[Br-].C([N+](C)(C)C)CCCCCCCCCCCCCCC.[Cl-].C[N+](CC)(CC)CC.C(OCCCC)(=O)C>[C:1]([C:3]1([C:4]([O:6][CH2:7][CH3:8])=[O:5])[CH:12]([CH:11]=[C:10]([Cl:16])[Cl:9])[C:13]1([CH3:15])[CH3:14])#[N:2] |f:2.3,4.5.6,7.8,9.10,15.16,17.18|. Procedure: A mixture of ethyl cyanoacetate (24.88 parts), 1,1-dichloro-4-methylpenta-1,3-diene (30.2 parts) cupric chloride (2.68 parts), calcium carbonate (40 parts), calcium chloride and potassium bromide as indicated in the table below, is heated in water in the presence of a phase transfer catalyst (either cetyl trimethyl ammonium bromide (CTMAB) or methyl triethyl ammonium chloride (MTEAC)]]. Sodium hypochlorite solution, bromine or chlorine are then added at a uniform rate to the mixture at an elevat... The reactants are ClC=1C=C(C=CC1)CCCN(C(NC=1SC(=CN1)SCC(=O)O)=O)[C@@H]1CC[C@H](CC1)C ({2-[3-[3-(3-chloro-phenyl)-propyl]-3-(trans-4-methyl-cyclohexyl)-ureido]-thiazol-5-ylsulfanyl}-acetic acid), COC1=CC=C(C=C1)CCC(=O)O (3-(4-methoxy-phenyl)-propionic acid), C(C)OC(CSC1=CN=C(S1)N)=O ((2-aminothiazol-5-ylsulfanyl)acetic acid ethyl ester). Yields the product COC1=CC=C(C=C1)CCCN(C(NC=1SC(=CN1)SCC(=O)O)=O)C1CCC(CC1)C ({2[-3-[3-(4-Methoxy-phenyl)-propyl]-3-(4-methyl-cyclohexyl)-ureido]-thiazol-5-ylsulfanyl}-acetic acid). RXN SMILES: Cl[C:2]1[CH:3]=[C:4]([CH2:8][CH2:9][CH2:10][N:11]([C@H:25]2[CH2:30][CH2:29][C@H:28]([CH3:31])[CH2:27][CH2:26]2)[C:12](=[O:24])[NH:13][C:14]2[S:15][C:16]([S:19][CH2:20][C:21]([OH:23])=[O:22])=[CH:17][N:18]=2)[CH:5]=[CH:6][CH:7]=1.[CH3:32][O:33]C1C=CC(CCC(O)=O)=CC=1.C(OC(=O)CSC1SC(N)=NC=1)C>>[CH3:32][O:33][C:7]1[CH:6]=[CH:5][C:4]([CH2:8][CH2:9][CH2:10][N:11]([CH:25]2[CH2:30][CH2:29][CH:28]([CH3:31])[CH2:27][CH2:26]2)[C:12](=[O:24])[NH:13][C:14]2[S:15][C:16]([S:19][CH2:20][C:21]([OH:23])=[O:22])=[CH:17][N:18]=2)=[CH:3][CH:2]=1. Reported procedure: The compound was prepared following an analogous procedure to the one described for the synthesis of {2-[3-[3-(3-chloro-phenyl)-propyl]-3-(trans-4-methyl-cyclohexyl)-ureido]-thiazol-5-ylsulfanyl}-acetic acid using 3-(4-methoxy-phenyl)-propionic acid and (2-aminothiazol-5-ylsulfanyl)acetic acid ethyl ester. Reactants: ice water, NC=1C(=NC=NC1SC)SC (5-amino-4,6-dimethylthiopyrimidine), CC(C)(C)[O-].[K+] (potassium tert-butylate), ClC1=C(C(=C(C=C1[N+](=O)[O-])C(F)(F)F)Cl)[N+](=O)[O-] (1,3-dichloro-2,6-dinitro-4-trifluoromethylbenzene). Solvent: CS(=O)C (dimethylsulfoxide), CS(=O)C (dimethylsulfoxide), CS(=O)C (dimethylsulfoxide). Conditions: temperature 20 celsius, time 15 hour. The product is ClC=1C(=C(C(=CC1C(F)(F)F)[N+](=O)[O-])N1CN=C(C(=C1SC)N)SC)[N+](=O)[O-] (N-(3'-Chloro-2',6'-dinitro-4'-trifluoromethylphenyl)-5-amino-4,6-dimethylthiopyrimidine). Yield: 9737.8%. As a reaction SMILES: Cl[C:2]1[C:7]([N+:8]([O-:10])=[O:9])=[CH:6][C:5]([C:11]([F:14])([F:13])[F:12])=[C:4]([Cl:15])[C:3]=1[N+:16]([O-:18])=[O:17].[NH2:19][C:20]1[C:21]([S:28][CH3:29])=[N:22][CH:23]=[N:24][C:25]=1[S:26][CH3:27].CC([O-])(C)C.[K+]>CS(C)=O>[Cl:15][C:4]1[C:3]([N+:16]([O-:18])=[O:17])=[C:2]([N:24]2[C:25]([S:26][CH3:27])=[C:20]([NH2:19])[C:21]([S:28][CH3:29])=[N:22][CH2:23]2)[C:7]([N+:8]([O-:10])=[O:9])=[CH:6][C:5]=1[C:11]([F:14])([F:13])[F:12] |f:2.3|. Procedure: 7.32 g (0.24 mmole) of 1,3-dichloro-2,6-dinitro-4-trifluoromethylbenzene are dissolved in 30 ml of dimethylsulfoxide and then a solution of 3.75 g (20 mmoles) of 5-amino-4,6-dimethylthiopyrimidine in 20 ml of dimethylsulfoxide and a solution of 2.69 g of potassium tert-butylate in 20 ml of dimethylsulfoxide are added simultaneously dropwise at 15° C. with cooling. The reaction solution is stirred for 15 hours at 20° C. and then poured into ice-water and, after neutralisation with acetic acid, ex...